Dataset: the Open Reaction Database (ORD), a public repository of structured organic reaction records. Task: describe an organic reaction: reactants, conditions, products, and yield The reactants are [Br-], CC(=O)O, CC(NC(=O)c1cc(Cl)ccc1NC(=O)C1CC(c2cccc(S(=O)(=O)[O-])c2[N+](=O)[O-])=NN1c1ncccc1Cl)C1CC1, [Na+], [Na+], [OH-], O=S(=O)(O)O. The product is CC(NC(=O)c1cc(Cl)ccc1NC(=O)C1CC(Br)=NN1c1ncccc1Cl)C1CC1. As a reaction SMILES: [Br-:45].[CH3:53][C:54](=[O:55])[OH:56].[Cl:1][c:2]1[cH:3][c:4]([C:36]([NH:37][CH:38]([CH3:39])[CH:40]2[CH2:41][CH2:42]2)=[O:43])[c:5]([NH:8][C:9](=[O:10])[CH:11]2[CH2:12][C:13]([c:23]3[c:24]([N+:25]([O-:26])=[O:27])[c:28]([S:29]([O-:30])(=[O:31])=[O:32])[cH:33][cH:34][cH:35]3)=[N:14][N:15]2[c:16]2[n:17][cH:18][cH:19][cH:20][c:21]2[Cl:22])[cH:6][cH:7]1.[Na+:44].[Na+:52].[OH-:51].[S:46](=[O:47])(=[O:48])([OH:49])[OH:50]>>[Cl:1][c:2]1[cH:3][c:4]([C:36]([NH:37][CH:38]([CH3:39])[CH:40]2[CH2:41][CH2:42]2)=[O:43])[c:5]([NH:8][C:9](=[O:10])[CH:11]2[CH2:12][C:13]([Br:45])=[N:14][N:15]2[c:16]2[n:17][cH:18][cH:19][cH:20][c:21]2[Cl:22])[cH:6][cH:7]1.